Dataset: the Open Reaction Database (ORD), a public repository of structured organic reaction records. Task: describe an organic reaction: reactants, conditions, products, and yield Yields the product COc1cc(OC)cc(C(=O)NCN2CC=C(c3ccccn3)CC2)c1. Starting materials: O=C([O-])[O-], CCO, COc1cc(OC)cc(C(N)=O)c1, Cl, [K+], [K+], C1=C(c2ccccn2)CCNC1. RXN SMILES: [C:27](=[O:28])([O-:29])[O-:30].[CH2:33]([OH:34])[CH3:35].[CH3:14][O:15][c:16]1[cH:17][c:18]([C:19](=[O:20])[NH2:21])[cH:22][c:23]([O:25][CH3:26])[cH:24]1.[ClH:1].[K+:31].[K+:32].[n:2]1[c:3]([C:8]2=[CH:13][CH2:12][NH:11][CH2:10][CH2:9]2)[cH:4][cH:5][cH:6][cH:7]1>>[n:2]1[c:3]([C:8]2=[CH:13][CH2:12][N:11]([CH2:27][NH:21][C:19]([c:18]3[cH:17][c:16]([O:15][CH3:14])[cH:24][c:23]([O:25][CH3:26])[cH:22]3)=[O:20])[CH2:10][CH2:9]2)[cH:4][cH:5][cH:6][cH:7]1. The reactants are O1C(CCCC1)OCC#CC(COC1=CC=C(C=C1)F)OC(C)=O (1-(2-tetrahydropyranyloxy)-4-acetoxy-5-(4-fluorophenoxy)-2-pentyne), O1C(CCCC1)OCCCC(COC1=CC=C(C=C1)F)OC(C)=O (1-(2-tetrahydropyranyloxy)-4-acetoxy-5-(4-fluorophenoxy)pentane). The product is C(C)(=O)OC(C#CCO)COC1=CC=C(C=C1)F (4-Acetoxy-5-(4-fluorophenoxy)-2-pentyn-1-ol). Reaction SMILES: O1CCCCC1[O:7][CH2:8][C:9]#[C:10][CH:11]([O:21][C:22](=[O:24])[CH3:23])[CH2:12][O:13][C:14]1[CH:19]=[CH:18][C:17]([F:20])=[CH:16][CH:15]=1.O1CCCCC1OCCCC(OC(=O)C)COC1C=CC(F)=CC=1>>[C:22]([O:21][CH:11]([CH2:12][O:13][C:14]1[CH:19]=[CH:18][C:17]([F:20])=[CH:16][CH:15]=1)[C:10]#[C:9][CH2:8][OH:7])(=[O:24])[CH3:23]. Reported procedure: This compound is prepared by the procedure described in Example 4, Step B-5, except that 1-(2-tetrahydropyranyloxy)-4-acetoxy-5-(4-fluorophenoxy)-2-pentyne (Example 4, Step B-3) is substituted for 1-(2-tetrahydropyranyloxy)-4-acetoxy-5-(4-fluorophenoxy)pentane. The title compound is obtained as a light yellow oil which is not distilled but used directly in the next step. The reactants are [OH-].[Na+] (sodium hydroxide), C(C)OC1=C(C=CC=C1)O (2-ethoxyphenol), ICCC (1-iodopropane). The solvent is O (water), O (water). Conditions: temperature 80 celsius. Product: C(C)OC1=C(C=CC=C1)OCCC (1-Ethoxy-2-n-propoxybenzene). Reaction SMILES: [OH-].[Na+].[CH2:3]([O:5][C:6]1[CH:11]=[CH:10][CH:9]=[CH:8][C:7]=1[OH:12])[CH3:4].I[CH2:14][CH2:15][CH3:16]>O>[CH2:3]([O:5][C:6]1[CH:11]=[CH:10][CH:9]=[CH:8][C:7]=1[O:12][CH2:14][CH2:15][CH3:16])[CH3:4] |f:0.1|. Procedure: The reaction was conducted in a 500-ml 3-neck flask equipped with a reflux condenser, an addition funnel, and a magnetic stirring bar. Into the flask was introduced 75 ml water, 11.5 grams of 50% aqueous sodium hydroxide, 19.3 grams (0.14 moles) 2-ethoxyphenol, and 23.8 grams (0.14 moles) 1-iodopropane. The flask contents were maintained at 80° C. for a period of 7 hours and were then cooled to room temperature. After the addition of 100 ml of water the reaction mixture was transferred to a 250-...